Dataset: the Open Reaction Database (ORD), a public repository of structured organic reaction records. Task: describe an organic reaction: reactants, conditions, products, and yield Reaction conditions: temperature 130 celsius. Reaction SMILES: I[C:2]1[CH:3]=[CH:4][C:5]2[N:6]([CH:8]=[C:9]([C:11]([NH:13][C:14]3[CH:19]=[CH:18][CH:17]=[CH:16][CH:15]=3)=[O:12])[N:10]=2)[CH:7]=1.[CH2:20](C([Sn])=C(CCCC)CCCC)[CH2:21]CC>C1C=CC([P]([Pd]([P](C2C=CC=CC=2)(C2C=CC=CC=2)C2C=CC=CC=2)([P](C2C=CC=CC=2)(C2C=CC=CC=2)C2C=CC=CC=2)[P](C2C=CC=CC=2)(C2C=CC=CC=2)C2C=CC=CC=2)(C2C=CC=CC=2)C2C=CC=CC=2)=CC=1.CN(C=O)C>[C:14]1([NH:13][C:11]([C:9]2[N:10]=[C:5]3[CH:4]=[CH:3][C:2]([CH:20]=[CH2:21])=[CH:7][N:6]3[CH:8]=2)=[O:12])[CH:19]=[CH:18][CH:17]=[CH:16][CH:15]=1 |^1:21,38,40,59,78|. Reactants: IC=1C=CC=2N(C1)C=C(N2)C(=O)NC2=CC=CC=C2 (6-iodo-N-phenylimidazo[1,2-a]pyridine-2-carboxamide), C(CCC)C(=C(CCCC)CCCC)[Sn] (tributylvinyltin). Yields the product C1(=CC=CC=C1)NC(=O)C=1N=C2N(C=C(C=C2)C=C)C1 (N-phenyl-6-vinylimidazo[1,2-a]pyridine-2-carboxamide). Run in CN(C)C=O (DMF). Procedure details: A mixture of 0.73 g of 6-iodo-N-phenylimidazo[1,2-a]pyridine-2-carboxamide, 209 mg of tetrakis(triphenylphosphine)palladium(0), 587 μl of tributylvinyltin and 17 ml of DMF is heated at 130° C. for 10 minutes in a microwave device and then concentrated to dryness. The residue is taken up in 100 ml of water and extracted with two times 70 ml of ethyl acetate. The combined organic phases are washed with a saturated sodium chloride solution, dried over magnesium sulfate and evaporated to dryness und... The reagents and catalysts are C=1C=CC(=CC1)[P](C=2C=CC=CC2)(C=3C=CC=CC3)[Pd]([P](C=4C=CC=CC4)(C=5C=CC=CC5)C=6C=CC=CC6)([P](C=7C=CC=CC7)(C=8C=CC=CC8)C=9C=CC=CC9)[P](C=1C=CC=CC1)(C=1C=CC=CC1)C=1C=CC=CC1 (tetrakis(triphenylphosphine)palladium(0)). Starting materials: COC(OC)C(C)(CNC(=O)c1cc2cccc(N(C)S(=O)(=O)c3cccs3)c2[nH]1)SCc1ccccc1, CC(C)=O, O. Yields the product CN(c1cccc2cc(C(=O)NCC(C)(C=O)SCc3ccccc3)[nH]c12)S(=O)(=O)c1cccs1. Reaction SMILES: [CH2:1]([c:2]1[cH:3][cH:4][cH:5][cH:6][cH:7]1)[S:8][C:9]([CH2:10][NH:11][C:12](=[O:13])[c:14]1[nH:15][c:16]2[c:17]([N:23]([S:24](=[O:25])(=[O:26])[c:27]3[s:28][cH:29][cH:30][cH:31]3)[CH3:32])[cH:18][cH:19][cH:20][c:21]2[cH:22]1)([CH:33]([O:34][CH3:37])[O:35][CH3:36])[CH3:38].[CH3:40][C:41](=[O:42])[CH3:43].[OH2:39]>>[CH2:1]([c:2]1[cH:3][cH:4][cH:5][cH:6][cH:7]1)[S:8][C:9]([CH2:10][NH:11][C:12](=[O:13])[c:14]1[nH:15][c:16]2[c:17]([N:23]([S:24](=[O:25])(=[O:26])[c:27]3[s:28][cH:29][cH:30][cH:31]3)[CH3:32])[cH:18][cH:19][cH:20][c:21]2[cH:22]1)([CH:33]=[O:34])[CH3:38].